Task: describe an organic reaction: reactants, conditions, products, and yield. Dataset: the Open Reaction Database (ORD), a public repository of structured organic reaction records The reactants are C(C)(=O)OCC.CCCCCC (ethyl acetate hexane), C(C1=CC=CC=C1)OC=1C=C2C(=CN=C(C2=CC1OC)CC1=CC(=CC=C1)OC)C=O (6-benzyloxy-7-methoxy-1-(3-methoxy-benzyl)-isoquinoline-4-carbaldehyde), [Se](=O)=O (selenium dioxide). Run in C(C)(=O)O (acetic acid). Run at temperature 120 celsius. The product is C(C1=CC=CC=C1)OC=1C=C2C(=CN=C(C2=CC1OC)C(C1=CC(=CC=C1)OC)=O)C=O (6-benzyloxy-7-methoxy-1-(3-methoxy-benzoyl)-isoquinoline-4-carbaldehyde). The yield is 53.2%. As a reaction SMILES: [CH2:1]([O:8][C:9]1[CH:10]=[C:11]2[C:16](=[CH:17][C:18]=1[O:19][CH3:20])[C:15]([CH2:21][C:22]1[CH:27]=[CH:26][CH:25]=[C:24]([O:28][CH3:29])[CH:23]=1)=[N:14][CH:13]=[C:12]2[CH:30]=[O:31])[C:2]1[CH:7]=[CH:6][CH:5]=[CH:4][CH:3]=1.[Se](=O)=[O:33].C(OCC)(=O)C.CCCCCC>C(O)(=O)C>[CH2:1]([O:8][C:9]1[CH:10]=[C:11]2[C:16](=[CH:17][C:18]=1[O:19][CH3:20])[C:15]([C:21](=[O:33])[C:22]1[CH:27]=[CH:26][CH:25]=[C:24]([O:28][CH3:29])[CH:23]=1)=[N:14][CH:13]=[C:12]2[CH:30]=[O:31])[C:2]1[CH:7]=[CH:6][CH:5]=[CH:4][CH:3]=1 |f:2.3|. Procedure: To a stirred solution of 6-benzyloxy-7-methoxy-1-(3-methoxy-benzyl)-isoquinoline-4-carbaldehyde (90 mg, 0.22 mmol) in acetic acid (3 mL) was added selenium dioxide (120 mg, 1.08 mmol). The reaction mixture was heated at 120° C. for 1 hr. The solvent was evaporated and the residue was diluted with dichloromethane (30 mL). The organic layer was washed with saturated aqueous sodium bicarbonate solution (20 mL), saturated aqueous sodium chloride solution (20 mL), dried over anhydrous magnesium sulfa... The reactants are COC(CC=1C(=NC(=CC1)C1=CC=C(C=C1)C(F)(F)F)C)=O ([2-methyl-6-(4-trifluoromethyl-phenyl)-pyridin-3-yl]-acetic acid methyl ester), [H-].[Al+3].[Li+].[H-].[H-].[H-] (lithium aluminum hydride), C(C)(=O)OCC (ethyl acetate). The solvent is O1CCCC1 (tetrahydrofuran), O1CCCC1 (tetrahydrofuran). Conditions: time 1 hour. The product is CC1=NC(=CC=C1CCO)C1=CC=C(C=C1)C(F)(F)F (2-[2-Methyl-6-(4-trifluoromethyl-phenyl)-pyridin-3-yl]-ethanol). Reaction SMILES: C[O:2][C:3](=O)[CH2:4][C:5]1[C:6]([CH3:21])=[N:7][C:8]([C:11]2[CH:16]=[CH:15][C:14]([C:17]([F:20])([F:19])[F:18])=[CH:13][CH:12]=2)=[CH:9][CH:10]=1.[H-].[Al+3].[Li+].[H-].[H-].[H-].C(OCC)(=O)C>O1CCCC1>[CH3:21][C:6]1[C:5]([CH2:4][CH2:3][OH:2])=[CH:10][CH:9]=[C:8]([C:11]2[CH:16]=[CH:15][C:14]([C:17]([F:19])([F:18])[F:20])=[CH:13][CH:12]=2)[N:7]=1 |f:1.2.3.4.5.6|. Procedure details: 2.60 g (8.40 mmol) of the above prepared [2-methyl-6-(4-trifluoromethyl-phenyl)-pyridin-3-yl]-acetic acid methyl ester, dissolved in 15 ml of dry tetrahydrofuran, was added under an argon atmosphere within 15 minutes to a stirred suspension of 0.38 g (10 mmol) of lithium aluminum hydride in 5 ml of tetrahydrofuran. The reaction was exothermic. Subsequently, the mixture was stirred at room temperature for 1 hour to complete the reduction. Then, 1 ml of ethyl acetate was added dropwise to destroy ... Reactants: CC(C)(C)OC(=O)NC(Cc1ccccc1F)C(O)Cc1ncccc1C(=O)O, COC(C)(C)OC, CC(C)=O. Yields the product CC(C)(C)OC(=O)N1C(Cc2ccccc2F)C(Cc2ncccc2C(=O)O)OC1(C)C. Reaction SMILES: [C:1]([CH3:2])([CH3:3])([CH3:4])[O:5][C:6](=[O:7])[NH:8][CH:9]([CH:10]([CH2:11][c:12]1[c:13]([C:14](=[O:15])[OH:16])[cH:17][cH:18][cH:19][n:20]1)[OH:21])[CH2:22][c:23]1[c:24]([F:29])[cH:25][cH:26][cH:27][cH:28]1.[CH3:30][O:31][C:32]([CH3:33])([CH3:34])[O:35][CH3:36].[CH3:37][C:38](=[O:39])[CH3:40]>>[C:1]([CH3:2])([CH3:3])([CH3:4])[O:5][C:6](=[O:7])[N:8]1[CH:9]([CH2:22][c:23]2[c:24]([F:29])[cH:25][cH:26][cH:27][cH:28]2)[CH:10]([CH2:11][c:12]2[c:13]([C:14](=[O:15])[OH:16])[cH:17][cH:18][cH:19][n:20]2)[O:21][C:32]1([CH3:33])[CH3:34].